From a dataset of the Open Reaction Database (ORD), a public repository of structured organic reaction records. describe an organic reaction: reactants, conditions, products, and yield Reactants: C(=O)[O-].[NH4+] (ammonium formate), [N+](=O)([O-])C1=CC2=C(NC(S2)=O)C=C1 (6-Nitro-1,3-benzothiazol-2(3H)-one), O1CCOCC1 (dioxane). The reagents and catalysts are [Pd] (palladium-on-carbon). Run in CO (methanol). Reaction conditions: time 24 hour. Yields the product NC1=CC2=C(NC(S2)=O)C=C1 (6-Amino-1,3-benzothiazol-2(3H)-one). As a reaction SMILES: [N+:1]([C:4]1[CH:13]=[CH:12][C:7]2[NH:8][C:9](=[O:11])[S:10][C:6]=2[CH:5]=1)([O-])=O.C([O-])=O.[NH4+].O1CCOCC1>CO.[Pd]>[NH2:1][C:4]1[CH:13]=[CH:12][C:7]2[NH:8][C:9](=[O:11])[S:10][C:6]=2[CH:5]=1 |f:1.2|. Procedure: The compound obtained in Step A (0.036 mol) is dissolved in 90 ml of methanol, and then 2.5 g of palladium-on-carbon and 18 g of ammonium formate are added in succession and the mixture is heated at reflux for 18 hours. 40 ml of dioxane are added and refluxing is continued for 24 hours. The palladium-on-carbon is then filtered off. The reaction mixture is concentrated, the resulting precipitate is filtered off, and the filtrate is evaporated under reduced pressure. The resulting residue is taken... The reactants are [Li]C(C)(C)C, C=COCC, C[Sn](C)(C)Cl, C1CCOC1. As a reaction SMILES: [C:6]([Li:7])([CH3:8])([CH3:9])[CH3:10].[CH2:1]([CH3:2])[O:3][CH:4]=[CH2:5].[Cl:11][Sn:12]([CH3:13])([CH3:14])[CH3:15].[O:16]1[CH2:17][CH2:18][CH2:19][CH2:20]1>>[CH2:1]([CH3:2])[O:3][C:4](=[CH2:5])[Sn:12]([CH3:13])([CH3:14])[CH3:15]. Yields the product C=C(OCC)[Sn](C)(C)C. The reactants are BrCC(=O)OC(C)(C)C (tert-Butyl bromoacetate), BrC1=CC(=C(C=C1)O)Cl (4-bromo-2-chlorophenol), C([O-])([O-])=O.[K+].[K+] (potassium carbonate). Solvent: CN(C)C=O (DMF). Yields the product C(C)(C)(C)OC(COC1=C(C=C(C=C1)Cl)Br)=O (tert-Butyl(2-bromo-4-chlorophenoxy)acetate). RXN SMILES: Br[CH2:2][C:3]([O:5][C:6]([CH3:9])([CH3:8])[CH3:7])=[O:4].[Br:10][C:11]1[CH:16]=[CH:15][C:14](O)=[C:13]([Cl:18])[CH:12]=1.C(=O)([O-])[O-:20].[K+].[K+]>CN(C=O)C>[C:6]([O:5][C:3](=[O:4])[CH2:2][O:20][C:16]1[CH:15]=[CH:14][C:13]([Cl:18])=[CH:12][C:11]=1[Br:10])([CH3:9])([CH3:8])[CH3:7] |f:2.3.4|. Reported procedure: tert-Butyl bromoacetate (2.6 ml) was added to a stirred mixture of 4-bromo-2-chlorophenol (3 g) and potassium carbonate (6.2 g) in DMF (40 ml) at RT. After 16 h the reaction was partitioned between diethylether and water, the organics separated, dried and evaporated under reduced pressure. The residue was purified by chromatography on silica eluting with 4% EtOAc/iso-hexane. Yield 4.05 g Yield: 75.4%. Procedure: N-tert-Butyloxycarbonylpiperidin-4-carboxylic acid (97 mg; 0.424 mmol) was dissolved in methylene chloride (2 ml). HOAt (58 mg; 0.424 mmol) and EDAC (85 mg; 0.444 mmol) were added. The reaction mixture was stirred 15 min at RT. (2R)-2-Methylamino-3-(2-naphthyl)-N-((1R)-2-(2-naphthyl)-1-thiocarbamoylethyl)propionamide (17 mg; 0.386 mmol) was dissolved in methylene chloride (2 ml) and added. Diisopropylethylamine (0.073 ml; 0.424 mmol) was added and the reaction mixture was stirred 12 hours at roo... Product: C(C)(C)(C)OC(=O)N1CCC(CC1)C(N([C@H](CC1=CC2=CC=CC=C2C=C1)C(N[C@H](CC1=CC2=CC=CC=C2C=C1)C(N)=S)=O)C)=O (4-(N-methyl-N-((1R)-2-(2-naphtyl)-1-((1R)-2-(2-naphthyl)-1-thiocarbamoylethylcarbamoyl)ethyl)carbamoyl)piperidine-1-carboxylic acid tert-butylester). Reaction conditions: time 15 minute. Run in C(C)(C)(C)OC (Tert-butylmethylether), C(Cl)Cl (methylene chloride), C(Cl)Cl (methylene chloride). RXN SMILES: [C:1]([O:5][C:6]([N:8]1[CH2:13][CH2:12][CH:11]([C:14]([OH:16])=O)[CH2:10][CH2:9]1)=[O:7])([CH3:4])([CH3:3])[CH3:2].C1C=NC2N(O)N=NC=2C=1.CCN=C=NCCCN(C)C.[CH3:38][NH:39][C@H:40]([CH2:59][C:60]1[CH:69]=[CH:68][C:67]2[C:62](=[CH:63][CH:64]=[CH:65][CH:66]=2)[CH:61]=1)[C:41]([NH:43][C@@H:44]([C:56](=[S:58])[NH2:57])[CH2:45][C:46]1[CH:55]=[CH:54][C:53]2[C:48](=[CH:49][CH:50]=[CH:51][CH:52]=2)[CH:47]=1)=[O:42].C(N(C(C)C)CC)(C)C>C(Cl)Cl.C(OC)(C)(C)C>[C:1]([O:5][C:6]([N:8]1[CH2:9][CH2:10][CH:11]([C:14](=[O:16])[N:39]([CH3:38])[C@@H:40]([C:41](=[O:42])[NH:43][C@@H:44]([C:56](=[S:58])[NH2:57])[CH2:45][C:46]2[CH:55]=[CH:54][C:53]3[C:48](=[CH:49][CH:50]=[CH:51][CH:52]=3)[CH:47]=2)[CH2:59][C:60]2[CH:69]=[CH:68][C:67]3[C:62](=[CH:63][CH:64]=[CH:65][CH:66]=3)[CH:61]=2)[CH2:12][CH2:13]1)=[O:7])([CH3:2])([CH3:3])[CH3:4]. The reactants are CN[C@@H](C(=O)N[C@H](CC1=CC2=CC=CC=C2C=C1)C(N)=S)CC1=CC2=CC=CC=C2C=C1 ((2R)-2-Methylamino-3-(2-naphthyl)-N-((1R)-2-(2-naphthyl)-1-thiocarbamoylethyl)propionamide), C(C)(C)(C)OC(=O)N1CCC(CC1)C(=O)O (N-tert-Butyloxycarbonylpiperidin-4-carboxylic acid), C1=CC2=C(N=C1)N(N=N2)O (HOAt), CCN=C=NCCCN(C)C (EDAC), C(C)(C)N(CC)C(C)C (Diisopropylethylamine). Reactants: CS(=O)(=O)OCCOC1=NNC2=NC=NC(=C21)NC2=CC(=C(C=C2)OCC2=CC=CC=C2)C (2-[(4-{[4-(benzyloxy)-3-methylphenyl]amino}-1H-pyrazolo[3,4-d]pyrimidin-3-yl)oxy]ethyl methanesulfonate), N1CCOCC1 (morpholine). The product is C(C1=CC=CC=C1)OC1=C(C=C(C=C1)NC1=C2C(=NC=N1)NN=C2OCCN2CCOCC2)C (N-[4-(benzyloxy)-3-methylphenyl]-3-(2-morpholin-4-ylethoxy)-1H-pyrazolo[3,4-d]pyrimidin-4-amine). The yield is 58.0%. RXN SMILES: CS(O[CH2:6][CH2:7][O:8][C:9]1[C:17]2[C:12](=[N:13][CH:14]=[N:15][C:16]=2[NH:18][C:19]2[CH:24]=[CH:23][C:22]([O:25][CH2:26][C:27]3[CH:32]=[CH:31][CH:30]=[CH:29][CH:28]=3)=[C:21]([CH3:33])[CH:20]=2)[NH:11][N:10]=1)(=O)=O.[NH:34]1[CH2:39][CH2:38][O:37][CH2:36][CH2:35]1>>[CH2:26]([O:25][C:22]1[CH:23]=[CH:24][C:19]([NH:18][C:16]2[N:15]=[CH:14][N:13]=[C:12]3[NH:11][N:10]=[C:9]([O:8][CH2:7][CH2:6][N:34]4[CH2:39][CH2:38][O:37][CH2:36][CH2:35]4)[C:17]=23)=[CH:20][C:21]=1[CH3:33])[C:27]1[CH:28]=[CH:29][CH:30]=[CH:31][CH:32]=1. Procedure: The procedure described in Example 55 was repeated using 2-[(4-{[4-(benzyloxy)-3-methylphenyl]amino}-1H-pyrazolo[3,4-d]pyrimidin-3-yl)oxy]ethyl methanesulfonate (prepared as described in Example 110) and morpholine to give the title compound in 58% yield; NMR Spectrum: 2.22 (s, 3H), 2.50-2.52 (m, 4H), 2.79 (t, 2H), 3.54-3.56 (m, 4H), 4.42 (t, 2H), 5.14 (s, 2H), 7.02 (d, 1H), 7.32-7.48 (m, 7H), 8.20 (s, 1H), 8.24 (s, 1H); Mass Spectrum: 461 (MH+). Reactants: NC1=CC=C2C(=N1)C(=CN2)C2CCN(CC2)C (5-amino-3-(1-methylpiperidin-4-yl)pyrrolo[3,2-b]pyridine), ClC(=O)OCC(C)C (isobutyl chloroformate). Yields the product C(C(C)C)OC(=O)NC1=CC=C2C(=N1)C(=CN2)C2CCN(CC2)C (5-(N-[isobutoxycarbonyl]amino)-3-(1-methylpiperidin-4-yl)pyrrolo[3,2-b]pyridine). RXN SMILES: [NH2:1][C:2]1[N:7]=[C:6]2[C:8]([CH:11]3[CH2:16][CH2:15][N:14]([CH3:17])[CH2:13][CH2:12]3)=[CH:9][NH:10][C:5]2=[CH:4][CH:3]=1.Cl[C:19]([O:21][CH2:22][CH:23]([CH3:25])[CH3:24])=[O:20]>>[CH2:22]([O:21][C:19]([NH:1][C:2]1[N:7]=[C:6]2[C:8]([CH:11]3[CH2:16][CH2:15][N:14]([CH3:17])[CH2:13][CH2:12]3)=[CH:9][NH:10][C:5]2=[CH:4][CH:3]=1)=[O:20])[CH:23]([CH3:25])[CH3:24]. Reported procedure: Beginning with 0.010 gm (0.044 mMol) 5-amino-3-(1-methylpiperidin-4-yl)pyrrolo[3,2-b]pyridine and 0.007 mL (0.053 mMol) isobutyl chloroformate, the title compound was prepared essentially by the procedure described in Example 7. The reactants are CC#N, CC(C)(C)OC(=O)N1CCc2cc(Cl)ncc2C1, ClCCl, O. Product: CC(C)(C)OC(=O)N1CCc2cc(Cl)ncc2C1=O. RXN SMILES: [CH3:23][C:24]#[N:25].[Cl:1][c:2]1[cH:3][c:4]2[c:9]([cH:10][n:11]1)[CH2:8][N:7]([C:12](=[O:13])[O:14][C:15]([CH3:16])([CH3:17])[CH3:18])[CH2:6][CH2:5]2.[Cl:20][CH2:21][Cl:22].[OH2:19]>>[Cl:1][c:2]1[cH:3][c:4]2[c:9]([cH:10][n:11]1)[C:8](=[O:19])[N:7]([C:12](=[O:13])[O:14][C:15]([CH3:16])([CH3:17])[CH3:18])[CH2:6][CH2:5]2. The reactants are [H][H] (hydrogen), C1(=CC=CC=C1)C(N1CCN(CC1)CCNC1=C(C=C(C=C1)C(F)(F)F)[N+](=O)[O-])C1=CC=CC=C1 (4-(diphenylmethyl)-N-[2-nitro-4-(trifluoromethyl)phenyl]-1-piperazineethanamine). The reagents and catalysts are [Ni] (Ni). The solvent is CO (methanol). Product: C1(=CC=CC=C1)C(N1CCN(CC1)CCNC=1C(=CC(=CC1)C(F)(F)F)N)C1=CC=CC=C1 (N1 -{2-[4-(diphenylmethyl)-1-piperazinyl]ethyl}-4-(trifluoromethyl)-1,2-benzenediamine). Reaction SMILES: [C:1]1([CH:7]([C:30]2[CH:35]=[CH:34][CH:33]=[CH:32][CH:31]=2)[N:8]2[CH2:13][CH2:12][N:11]([CH2:14][CH2:15][NH:16][C:17]3[CH:22]=[CH:21][C:20]([C:23]([F:26])([F:25])[F:24])=[CH:19][C:18]=3[N+:27]([O-])=O)[CH2:10][CH2:9]2)[CH:6]=[CH:5][CH:4]=[CH:3][CH:2]=1.[H][H]>[Ni].CO>[C:30]1([CH:7]([C:1]2[CH:6]=[CH:5][CH:4]=[CH:3][CH:2]=2)[N:8]2[CH2:13][CH2:12][N:11]([CH2:14][CH2:15][NH:16][C:17]3[C:18]([NH2:27])=[CH:19][C:20]([C:23]([F:26])([F:24])[F:25])=[CH:21][CH:22]=3)[CH2:10][CH2:9]2)[CH:31]=[CH:32][CH:33]=[CH:34][CH:35]=1. Procedure: A mixture of 7.5 parts of 4-(diphenylmethyl)-N-[2-nitro-4-(trifluoromethyl)phenyl]-1-piperazineethanamine in 200 parts of methanol is hydrogenated at normal pressure and at room temperature with 5 parts of Ra/Ni. After the calculated amount of hydrogen is taken up, the catalyst is filtered off and the filtrate is evaporated, yielding N1 -{2-[4-(diphenylmethyl)-1-piperazinyl]ethyl}-4-(trifluoromethyl)-1,2-benzenediamine as an oily residue. The reactants are NC=1C=C2CCCC2=CC1N (5,6-Diaminoindan), [OH-].[Na+] (sodium hydroxide), OC=1C2=NC(C(N=C2C=C(C1OC)OC)=O)=O (5-Hydroxy-6,7-dimethoxy-2,3-quinoxalinedione), solution, [B] (boron), Cl (HCl). The solvent is C(Cl)Cl (methylene dichloride), C(Cl)Cl (methylene dichloride). Conditions: time 12 hour. Product: OC=1C2=NC(C(N=C2C=C(C1O)O)=O)=O (5,6,7-Trihydroxy-2,3-quinoxalinedione). The yield is 80.8%. Reaction SMILES: [OH:1][C:2]1[C:3]2[C:8]([CH:9]=[C:10]([O:14]C)[C:11]=1[O:12]C)=[N:7][C:6](=[O:16])[C:5](=[O:17])[N:4]=2.[B].NC1C=C2C(=CC=1N)CCC2.[OH-].[Na+].Cl>C(Cl)Cl>[OH:1][C:2]1[C:3]2[C:8]([CH:9]=[C:10]([OH:14])[C:11]=1[OH:12])=[N:7][C:6](=[O:16])[C:5](=[O:17])[N:4]=2 |f:3.4|. Procedure details: To a suspension of 5-hydroxy-6,7-dimethoxy-2,3-quinoxalinedione (48) (50 mg, 0.22 mmol) in 2 mL of methylene dichloride was added 2 mL of a solution of boron tribomide in methylene dichloride (1 M, Aldrich). The resulting mixture was stirred at room temperature for 12 hr. The mixture was poured into ice-water (5) to form a suspension. Aqueous sodium hydroxide (20%, 2 mL) was added to the suspension to form a red solution. Then the solution was acidified with 6 N HCl (5 mL) to pH=1. The suspensio... Reactants: CO (Methanol), NC1=C(C=C(C=N1)C1=NN(C(=C1)C1C2CC3C(OCC(N3C)=O)C21)C(C)C)C(F)(F)F ((±)-6-(3-(6-amino-5-(trifluoromethyl)pyridin-3-yl)-1-isopropyl-1H-pyrazol-5-yl)-4-methylhexahydro-2H-cyclopropa[4,5]cyclopenta[1,2-b][1,4]oxazin-3(6bH)-one), 401.9. Run in O1CCCC1 (tetrahydrofuran). Conditions: temperature 70 celsius. The product is C(C)(C)N1N=C(C=C1C1C2CC3C(OCCN3C)C21)C=2C=C(C(=NC2)N)C(F)(F)F ((±)-5-(1-isopropyl-5-(4-methyloctahydro-2H-cyclopropa[4,5]cyclopenta[1,2-b][1,4]oxazin-6-yl)-1H-pyrazol-3-yl)-3-(trifluoromethyl)pyridin-2-amine). RXN SMILES: [NH2:1][C:2]1[N:7]=[CH:6][C:5]([C:8]2[CH:12]=[C:11]([CH:13]3[CH:24]4[CH:14]3[CH2:15][CH:16]3[N:21]([CH3:22])[C:20](=O)[CH2:19][O:18][CH:17]34)[N:10]([CH:25]([CH3:27])[CH3:26])[N:9]=2)=[CH:4][C:3]=1[C:28]([F:31])([F:30])[F:29].CO>O1CCCC1>[CH:25]([N:10]1[C:11]([CH:13]2[CH:24]3[CH:14]2[CH2:15][CH:16]2[N:21]([CH3:22])[CH2:20][CH2:19][O:18][CH:17]23)=[CH:12][C:8]([C:5]2[CH:4]=[C:3]([C:28]([F:30])([F:31])[F:29])[C:2]([NH2:1])=[N:7][CH:6]=2)=[N:9]1)([CH3:27])[CH3:26]. Reported procedure: To a stirred solution of (±)-6-(3-(6-amino-5-(trifluoromethyl)pyridin-3-yl)-1-isopropyl-1H-pyrazol-5-yl)-4-methylhexahydro-2H-cyclopropa[4,5]cyclopenta[1,2-b][1,4]oxazin-3(6bH)-one (0.040 g, 0.092 mmol) in tetrahydrofuran (5 mL) was added borane tetrahydrofuran complex (5 mL, 5 mmol). The reaction mixture was heated at 70° C. for 2 h under nitrogen. Methanol was added and the resulting solution was concentrated in vacuo. Purification by preparative HPLC afforded a 1.5:1 mixture of diastereomers ...